Dataset: the Open Reaction Database (ORD), a public repository of structured organic reaction records. Task: describe an organic reaction: reactants, conditions, products, and yield Starting materials: C(CCCCCCCCCCCCCCC)(=O)Cl (palmitoyl chloride), [O-2].[Mg+2] (magnesium oxide), O (water), OCCNCCNCCO (N,N'-bis(2-hydroxyethyl)-1,2-diaminoethane). The solvent is O1CCOCC1 (1,4-dioxane). Yields the product OCCN(CCN(CCO)C(CCCCCCCCCCCCCCC)=O)C(CCCCCCCCCCCCCCC)=O (1,2-bis(N-(2-hydroxyethyl)-palmitoylamino)ethane). Yield: 78.9%. Reaction SMILES: [O-2:1].[Mg+2].O.[OH:4][CH2:5][CH2:6][NH:7][CH2:8][CH2:9][NH:10][CH2:11][CH2:12][OH:13].[C:14](Cl)(=[O:30])[CH2:15][CH2:16][CH2:17][CH2:18][CH2:19][CH2:20][CH2:21][CH2:22][CH2:23][CH2:24][CH2:25][CH2:26][CH2:27][CH2:28][CH3:29]>O1CCOCC1>[OH:4][CH2:5][CH2:6][N:7]([C:29](=[O:1])[CH2:28][CH2:27][CH2:26][CH2:25][CH2:24][CH2:23][CH2:22][CH2:21][CH2:20][CH2:19][CH2:18][CH2:17][CH2:16][CH2:15][CH3:14])[CH2:8][CH2:9][N:10]([C:14](=[O:30])[CH2:15][CH2:16][CH2:17][CH2:18][CH2:19][CH2:20][CH2:21][CH2:22][CH2:23][CH2:24][CH2:25][CH2:26][CH2:27][CH2:28][CH3:29])[CH2:11][CH2:12][OH:13] |f:0.1|. Procedure details: Into other 500 ml rounded-flask, were introduced 4.0 g of magnesium oxide and 80 g of distilled water. The mixture was stirred. Thereto was added 7.3 g of N,N'-bis(2-hydroxyethyl)-1,2-diaminoethane prepared above and 250 ml of 1,4-dioxane. 27.5 g of palmitoyl chloride was gradually added dropwise to the resulting mixture for 1 hour under violent stirring at a room temperature. After stirring for 2 hours, the mixture was filtered, and then the filtrate was mixed with 200 ml of chloroform and wash... Reactants: C1CCOC1, CCO, Nc1cc(F)ccc1C(=O)O. Yields the product Nc1cc(F)ccc1CO. Reaction SMILES: [CH2:12]1[O:13][CH2:14][CH2:15][CH2:16]1.[CH3:17][CH2:18][OH:19].[NH2:1][c:2]1[c:3]([C:4](=[O:5])[OH:6])[cH:7][cH:8][c:9]([F:11])[cH:10]1>>[NH2:1][c:2]1[c:3]([CH2:4][OH:5])[cH:7][cH:8][c:9]([F:11])[cH:10]1. Starting materials: BrC1=CN(C(C2=C(C=C(C=C12)OC)C#N)=O)C1=CC=C(C=C1)OC (4-Bromo-6-methoxy-2-(4-methoxyphenyl)-1-oxo-1,2-dihydroisoquinoline-8-carbonitrile), B(Br)(Br)Br (BBr3). Solvent: O (water). Yields the product BrC1=CN(C(C2=C(C=C(C=C12)O)C#N)=O)C1=CC=C(C=C1)O (4-bromo-6-hydroxy-2-(4-hydroxyphenyl)-1-oxo-1,2-dihydroisoquinoline-8-carbonitrile). Isolated yield 36.0%. As a reaction SMILES: [Br:1][C:2]1[C:11]2[C:6](=[C:7]([C:14]#[N:15])[CH:8]=[C:9]([O:12]C)[CH:10]=2)[C:5](=[O:16])[N:4]([C:17]2[CH:22]=[CH:21][C:20]([O:23]C)=[CH:19][CH:18]=2)[CH:3]=1.B(Br)(Br)Br>O>[Br:1][C:2]1[C:11]2[C:6](=[C:7]([C:14]#[N:15])[CH:8]=[C:9]([OH:12])[CH:10]=2)[C:5](=[O:16])[N:4]([C:17]2[CH:22]=[CH:21][C:20]([OH:23])=[CH:19][CH:18]=2)[CH:3]=1. Reported procedure: 4-Bromo-6-methoxy-2-(4-methoxyphenyl)-1-oxo-1,2-dihydroisoquinoline-8-carbonitrile (0.15 g, 0.39 mmol) was placed in a dry and argon flushed 100 mL single-necked round-bottomed flask fitted with a stirring bar, reflux condenser and an argon inlet. Anhydrous chlorobenzene (10 mL) was added via a syringe at room temperature. BBr3 (0.59, 2.33 mmol) was added via a syringe with stirring at room temperature. The resulting solution was heated to 120° C. for 4 hours. 10 mL of water was added to quench ... Starting materials: COC(CC1(OCCC2=C1NC1=CC=C(C=C21)OCC2=CC=CC=C2)CC)=O (1-Ethyl-1,3,4,9-tetrahydro-6-(phenylmethoxy)pyrano[3,4-b]indole-1-acetic acid methyl ester), CO (methanol), [OH-].[K+] (potassium hydroxide). Run in O (water). The product is C(C)C1(OCCC2=C1NC1=CC=C(C=C21)OCC2=CC=CC=C2)CC(=O)O (1-Ethyl-1,3,4,9-tetrahydro-6-(phenylmethoxy)pyrano[3,4-b]indole-1-acetic acid). Isolated yield 93.0%. Reaction SMILES: C[O:2][C:3](=[O:28])[CH2:4][C:5]1([CH2:26][CH3:27])[C:10]2[NH:11][C:12]3[C:17]([C:9]=2[CH2:8][CH2:7][O:6]1)=[CH:16][C:15]([O:18][CH2:19][C:20]1[CH:25]=[CH:24][CH:23]=[CH:22][CH:21]=1)=[CH:14][CH:13]=3.CO.[OH-].[K+]>O>[CH2:26]([C:5]1([CH2:4][C:3]([OH:28])=[O:2])[C:10]2[NH:11][C:12]3[C:17]([C:9]=2[CH2:8][CH2:7][O:6]1)=[CH:16][C:15]([O:18][CH2:19][C:20]1[CH:21]=[CH:22][CH:23]=[CH:24][CH:25]=1)=[CH:14][CH:13]=3)[CH3:27] |f:2.3|. Procedure: A mixture consisting of the ester (29.0 g, 0.0765 mol) of Step A, methanol (800 mL), water (50 mL) and potassium hydroxide (16.0 g, 0.29 mol) is refluxed for 4 hours. The reaction mixture is cooled to room temperature, concentrated and diluted with water (500 mL). The aqueous layer is washed with ether (2×200 mL) and made acidic with a 1:1 mixture of concentrated HCl and water to pH 2.71 is extracted with chloroform (4×300 mL) and the combined chloroform layers are washed once with water (2×300 ... Reactants: ClC1=C(C=NC2=CC=C(C=C12)[N+](=O)[O-])C#N (4-chloro-6-nitro-quinoline-3-carbonitrile), FC=1C=C(N)C=CC1F (3,4-difluoroaniline). Run in C(C)O (ethanol). The product is FC=1C=C(C=CC1F)NC1=C(C=NC2=CC=C(C=C12)[N+](=O)[O-])C#N (4-[(3,4-Difluorophenyl)amino]-6-nitro-quinoline-3-carbonitrile). Isolated yield 71.6%. As a reaction SMILES: Cl[C:2]1[C:11]2[C:6](=[CH:7][CH:8]=[C:9]([N+:12]([O-:14])=[O:13])[CH:10]=2)[N:5]=[CH:4][C:3]=1[C:15]#[N:16].[F:17][C:18]1[CH:19]=[C:20]([CH:22]=[CH:23][C:24]=1[F:25])[NH2:21]>C(O)C>[F:17][C:18]1[CH:19]=[C:20]([NH:21][C:2]2[C:11]3[C:6](=[CH:7][CH:8]=[C:9]([N+:12]([O-:14])=[O:13])[CH:10]=3)[N:5]=[CH:4][C:3]=2[C:15]#[N:16])[CH:22]=[CH:23][C:24]=1[F:25]. Procedure: A mixture of 5.00 g (21.5 mmol) 4-chloro-6-nitro-quinoline-3-carbonitrile, 250 ml ethanol and 2.55 ml (25.8 mmol) 3,4-difluoroaniline was heated to reflux under N2. Removed heat at 3½ hours and made basic with saturated sodium bicarbonate. Stripped solvents and azeotroped with ethanol. Slurried residue with hexane, collected solids and air dried. Washed with water and dried in vacuo. Dissolved in ethyl acetate, stirred with Darco, filtered, stripped solvent and dried in vacuo, giving 5.02 g of y... Reactants: NC=1C=NC=CC1 (3-aminopyridine), C([O-])([O-])=O.[Cs+].[Cs+] (caesium carbonate), ClC1=NC=CC(=C1)CN1C(N(C(C1(C)C)=O)C1=CC=C2C(CN(C2=C1)C(CN(C)C)=O)(C)C)=O (1-[(2-chloropyridin-4-yl)methyl]-3-[1-(N,N-dimethylglycyl)-3,3-dimethyl-2,3-dihydro-1H-indol-6-yl]-5,5-dimethylimidazolidine-2,4-dione), CC1(C2=CC=C(C=C2OC=2C=C(C=CC12)P(C1=CC=CC=C1)C1=CC=CC=C1)P(C1=CC=CC=C1)C1=CC=CC=C1)C ((9,9-dimethyl-9H-xanthene-3,6-diyl)bis(diphenylphosphine)). The reagents and catalysts are C(C)(=O)[O-].[Pd+2].C(C)(=O)[O-] (palladium acetate). The solvent is CN1C(CCC1)=O (N-methylpyrrolidinone), ClCCl (dichloromethane). Conditions: temperature 140 celsius. The product is CN(CC(=O)N1CC(C2=CC=C(C=C12)N1C(N(C(C1=O)(C)C)CC1=CC(=NC=C1)NC=1C=NC=CC1)=O)(C)C)C (3-[1-(N,N-dimethylglycyl)-3,3-dimethyl-2,3-dihydro-1H-indol-6-yl]-5,5-dimethyl-1-{[2-(pyridin-3-ylamino)pyridin-4-yl]methyl}imidazolidine-2,4-dione). Isolated yield 27.7%. RXN SMILES: Cl[C:2]1[CH:7]=[C:6]([CH2:8][N:9]2[C:13]([CH3:15])([CH3:14])[C:12](=[O:16])[N:11]([C:17]3[CH:25]=[C:24]4[C:20]([C:21]([CH3:33])([CH3:32])[CH2:22][N:23]4[C:26](=[O:31])[CH2:27][N:28]([CH3:30])[CH3:29])=[CH:19][CH:18]=3)[C:10]2=[O:34])[CH:5]=[CH:4][N:3]=1.[NH2:35][C:36]1[CH:37]=[N:38][CH:39]=[CH:40][CH:41]=1.CC1(C)C2C=CC(P(C3C=CC=CC=3)C3C=CC=CC=3)=CC=2OC2C1=CC=C(P(C1C=CC=CC=1)C1C=CC=CC=1)C=2.C(=O)([O-])[O-].[Cs+].[Cs+]>CN1CCCC1=O.ClCCl.C([O-])(=O)C.[Pd+2].C([O-])(=O)C>[CH3:29][N:28]([CH3:30])[CH2:27][C:26]([N:23]1[C:24]2[C:20](=[CH:19][CH:18]=[C:17]([N:11]3[C:12](=[O:16])[C:13]([CH3:15])([CH3:14])[N:9]([CH2:8][C:6]4[CH:5]=[CH:4][N:3]=[C:2]([NH:35][C:36]5[CH:37]=[N:38][CH:39]=[CH:40][CH:41]=5)[CH:7]=4)[C:10]3=[O:34])[CH:25]=2)[C:21]([CH3:33])([CH3:32])[CH2:22]1)=[O:31] |f:3.4.5,8.9.10|. Reported procedure: To a solution of 242 mg of 1-[(2-chloropyridin-4-yl)methyl]-3-[1-(N,N-dimethylglycyl)-3,3-dimethyl-2,3-dihydro-1H-indol-6-yl]-5,5-dimethylimidazolidine-2,4-dione obtained in stage a) below in 2 mL of N-methylpyrrolidinone are successively added, under argon, 70 mg of 3-aminopyridine, 29 mg of (9,9-dimethyl-9H-xanthene-3,6-diyl)bis(diphenylphosphine) (Xantphos), 11 mg of palladium acetate and 652 mg of caesium carbonate. The reaction mixture is heated at 140° C. for 1 hour by microwave, cooled to... The reactants are C(C=C)ON=C1C[C@H](N(C1)C(=O)OC(C)(C)C)C(=O)O ((2S,4EZ)-4-[(allyl-oxy)imino]-1-(tert-butoxycarbonyl)-2-pyrrolidinecarboxylic acid), C(C1=CC=CC=C1)(=O)O (benzoic acid), C(C)N1C2=CC=CC=C2C=2C=C(C=CC12)N (9-ethyl-9H-carbazol-3-amine). Yields the product C(C=C)ON=C1C[C@H](N(C1)C(C1=CC=CC=C1)=O)C(=O)NC=1C=CC=2N(C3=CC=CC=C3C2C1)CC ((2S,4EZ)-4-[(allyloxy)imino]-1-benzoyl-N-(9-ethyl-9H-carbazol-3-yl)-2-pyrrolidinecarboxamide). RXN SMILES: [CH2:1]([O:4][N:5]=[C:6]1[CH2:10][N:9]([C:11]([O:13]C(C)(C)C)=O)[C@H:8]([C:18]([OH:20])=O)[CH2:7]1)[CH:2]=[CH2:3].C(O)(=O)[C:22]1[CH:27]=[CH:26][CH:25]=[CH:24][CH:23]=1.[CH2:30]([N:32]1[C:44]2[CH:43]=[CH:42][C:41]([NH2:45])=[CH:40][C:39]=2[C:38]2[C:33]1=[CH:34][CH:35]=[CH:36][CH:37]=2)[CH3:31]>>[CH2:1]([O:4][N:5]=[C:6]1[CH2:10][N:9]([C:11](=[O:13])[C:22]2[CH:27]=[CH:26][CH:25]=[CH:24][CH:23]=2)[C@H:8]([C:18]([NH:45][C:41]2[CH:42]=[CH:43][C:44]3[N:32]([CH2:30][CH3:31])[C:33]4[C:38]([C:39]=3[CH:40]=2)=[CH:37][CH:36]=[CH:35][CH:34]=4)=[O:20])[CH2:7]1)[CH:2]=[CH2:3]. Procedure details: Following the general method as outlined in Example 2, starting from (2S,4EZ)-4-[(allyl-oxy)imino]-1-(tert-butoxycarbonyl)-2-pyrrolidinecarboxylic acid, benzoic acid, and 9-ethyl-9H-carbazol-3-amine the title compound was obtained after column chromatography as an off-white solid as a mixture of E/Z-isomers.